This data is from the Open Reaction Database (ORD), a public repository of structured organic reaction records. The task is: describe an organic reaction: reactants, conditions, products, and yield Starting materials: C(C)(=O)NN (acetic acid hydrazide), [N+](=O)([O-])C1=CC=CC2=C1C(=NCC(N2)=S)C2=C(C=CC=C2)C#N (6-nitro-1,3-dihydro-5-(o-cyanophenyl)-2H-1,4-benzodiazepine-2-thione). Run in C(C)O (ethanol). Run at temperature 250 celsius. Product: [N+](=O)([O-])C1=CC=CC2=C1C(=NCC=1N2C(=NN1)C)C1=C(C=CC=C1)C#N (7-nitro-1-methyl-6-(o-cyanophenyl)-4H-s-triazolo[4,3-a][1,4]benzodiazepine). RXN SMILES: [N+:1]([C:4]1[C:9]2[C:10]([C:16]3[CH:21]=[CH:20][CH:19]=[CH:18][C:17]=3[C:22]#[N:23])=[N:11][CH2:12][C:13](=S)[NH:14][C:8]=2[CH:7]=[CH:6][CH:5]=1)([O-:3])=[O:2].[C:24]([NH:27][NH2:28])(=O)[CH3:25]>C(O)C>[N+:1]([C:4]1[C:9]2[C:10]([C:16]3[CH:21]=[CH:20][CH:19]=[CH:18][C:17]=3[C:22]#[N:23])=[N:11][CH2:12][C:13]3[N:14]([C:24]([CH3:25])=[N:27][N:28]=3)[C:8]=2[CH:7]=[CH:6][CH:5]=1)([O-:3])=[O:2]. Procedure: In the manner given in Example 2, 6-nitro-1,3-dihydro-5-(o-cyanophenyl)-2H-1,4-benzodiazepine-2-thione is heated in ethanol with acetic acid hydrazide and the resulting product heated to 250° C. to give 7-nitro-1-methyl-6-(o-cyanophenyl)-4H-s-triazolo[4,3-a][1,4]benzodiazepine.